From a dataset of the Open Reaction Database (ORD), a public repository of structured organic reaction records. describe an organic reaction: reactants, conditions, products, and yield Reactants: N1(CCCC1)CC1N(CCC2=C(C=CC=C12)OC)C(=O)OCC1=CC=CC=C1 ((+)-1-(pyrrolidin-1-yl)methyl-2-benzyloxycarbonyl-5-methoxy-1,2,3,4-tetrahydroisoquinoline), CC(=O)O (CH3COOH). Reagents/catalysts: [Pd] (Palladium on activated charcoal). Yields the product C(C)(=O)O.N1(CCCC1)CC1NCCC2=C(C=CC=C12)OC ((+)-1-(pyrrolidin-1-yl)methyl-5-methoxy-1,2,3,4-tetrahydroisoquinoline acetate). Reaction SMILES: [N:1]1([CH2:6][CH:7]2[C:16]3[C:11](=[C:12]([O:17][CH3:18])[CH:13]=[CH:14][CH:15]=3)[CH2:10][CH2:9][N:8]2C(OCC2C=CC=CC=2)=O)[CH2:5][CH2:4][CH2:3][CH2:2]1.[CH3:29][C:30]([OH:32])=[O:31]>[Pd]>[C:30]([OH:32])(=[O:31])[CH3:29].[N:1]1([CH2:6][CH:7]2[C:16]3[C:11](=[C:12]([O:17][CH3:18])[CH:13]=[CH:14][CH:15]=3)[CH2:10][CH2:9][NH:8]2)[CH2:5][CH2:4][CH2:3][CH2:2]1 |f:3.4|. Procedure: 0.840 g (2.21 mmoles) of (+)-1-(pyrrolidin-1-yl)methyl-2-benzyloxycarbonyl-5-methoxy-1,2,3,4-tetrahydroisoquinoline were hydrogenated in 90% CH3COOH at 30 psi, 3 hours, at room temperature over 100 mg of 5% Palladium on activated charcoal. The reactants are COC(=O)c1cccc2cc(-c3ccc(N(C)C)cc3)oc12, CO, [Na+], C1CCOC1, [OH-]. Yields the product CN(C)c1ccc(-c2cc3cccc(C(=O)O)c3o2)cc1. Reaction SMILES: [CH3:1][N:2]([c:3]1[cH:4][cH:5][c:6](-[c:9]2[o:10][c:11]3[c:12]([cH:13]2)[cH:14][cH:15][cH:16][c:17]3[C:18](=[O:19])[O:20][CH3:21])[cH:7][cH:8]1)[CH3:22].[CH3:25][OH:26].[Na+:24].[O:27]1[CH2:28][CH2:29][CH2:30][CH2:31]1.[OH-:23]>>[CH3:1][N:2]([c:3]1[cH:4][cH:5][c:6](-[c:9]2[o:10][c:11]3[c:12]([cH:13]2)[cH:14][cH:15][cH:16][c:17]3[C:18](=[O:19])[OH:20])[cH:7][cH:8]1)[CH3:22]. Starting materials: C=C1CC(=O)O1 (diketene), C=1(C(=CC=CC1)C)C (xylene), NC=1SC(=NN1)C(C)(C)C (2-amino-5-tert butyl-1,3,4-thiadiazole). Run in CCCCCCC (heptane). Reaction conditions: time 1 hour. Yields the product C(C)(C)(C)C1=NN=C(S1)NC(CC(=O)C)=O (N-(5-TERT-BUTYL-1,3,4-THIADIAZOL-2-YL)ACETOACETAMIDE). Yield: 58.9%. Reaction SMILES: [CH2:1]=[C:2]1[O:6][C:4](=[O:5])[CH2:3]1.C1(C)C(C)=CC=CC=1.[NH2:15][C:16]1[S:17][C:18]([C:21]([CH3:24])([CH3:23])[CH3:22])=[N:19][N:20]=1>CCCCCCC>[C:21]([C:18]1[S:17][C:16]([NH:15][C:4](=[O:5])[CH2:3][C:2]([CH3:1])=[O:6])=[N:20][N:19]=1)([CH3:24])([CH3:23])[CH3:22]. Procedure details: A two-liter reaction flask with appropriate fittings was charged with 33.6 g (0.4 mole) of diketene, 965 ml of xylene and 59.7 g (0.38 mole) of 2-amino-5-tert butyl-1,3,4-thiadiazole. The stirred mixture was heated to 70° at which time all solids had dissolved. After one hour, the solution was cooled and added to 2500 ml of chilled heptane. Product precipitation was judged complete after two hours. The solids were collected on a vacuum filter and air dried. There was obtained 54 g (58.9%) of whi... Starting materials: O=C=Nc1ccccc1Br, C1CCOC1, COC(=O)Cc1ccc(N)c(Cl)c1. The product is COC(=O)Cc1ccc(NC(=O)Nc2ccccc2Br)c(Cl)c1. Reaction SMILES: [Br:14][c:15]1[c:16]([N:21]=[C:22]=[O:23])[cH:17][cH:18][cH:19][cH:20]1.[CH2:24]1[O:25][CH2:26][CH2:27][CH2:28]1.[NH2:1][c:2]1[c:3]([Cl:13])[cH:4][c:5]([CH2:8][C:9](=[O:10])[O:11][CH3:12])[cH:6][cH:7]1>>[NH:1]([c:2]1[c:3]([Cl:13])[cH:4][c:5]([CH2:8][C:9](=[O:10])[O:11][CH3:12])[cH:6][cH:7]1)[C:22]([NH:21][c:16]1[c:15]([Br:14])[cH:20][cH:19][cH:18][cH:17]1)=[O:23]. Reactants: O=C([O-])O, CCCCO, CCOC(C)=O, CS(=O)(=O)Nc1ccc(C(=O)CCCl)cc1, O=C(c1ccc(F)cc1)C1CCNCC1, [I-], [K+], [K+]. Yields the product Cl, CS(=O)(=O)Nc1ccc(C(=O)CCN2CCC(C(=O)c3ccc(F)cc3)CC2)cc1. Reaction SMILES: [C:32](=[O:33])([OH:34])[O-:35].[CH2:39]([OH:40])[CH2:41][CH2:42][CH3:43].[CH3:44][CH2:45][O:46][C:47](=[O:48])[CH3:49].[Cl:16][CH2:17][CH2:18][C:19](=[O:20])[c:21]1[cH:22][cH:23][c:24]([NH:27][S:28](=[O:29])(=[O:30])[CH3:31])[cH:25][cH:26]1.[F:1][c:2]1[cH:3][cH:4][c:5]([C:8](=[O:9])[CH:10]2[CH2:11][CH2:12][NH:13][CH2:14][CH2:15]2)[cH:6][cH:7]1.[I-:38].[K+:36].[K+:37]>>[ClH:16].[F:1][c:2]1[cH:3][cH:4][c:5]([C:8](=[O:9])[CH:10]2[CH2:11][CH2:12][N:13]([CH2:17][CH2:18][C:19](=[O:20])[c:21]3[cH:22][cH:23][c:24]([NH:27][S:28](=[O:29])(=[O:30])[CH3:31])[cH:25][cH:26]3)[CH2:14][CH2:15]2)[cH:6][cH:7]1. The reactants are CO (methanol), C(C)(C)(C)OC(=O)NC(CO)CCCC1=C(C=C(C=C1)SC1=CC(=CC=C1)C(F)(F)F)Cl (2-t-butoxycarbonylamino-5-[2-chloro-4-(3-trifluoromethylphenylthio)phenyl]pentane-1-ol). Run in C(C)(=O)OCC (ethyl acetate). Reaction conditions: time 8 hour. Product: Cl.NC(CO)CCCC1=C(C=C(C=C1)SC1=CC(=CC=C1)C(F)(F)F)Cl (2-amino-5-[2-chloro-4-(3-trifluoromethylphenylthio)phenyl]pentane-1-ol hydrochloride). Isolated yield 187.3%. Reaction SMILES: CO.C(OC([NH:10][CH:11]([CH2:14][CH2:15][CH2:16][C:17]1[CH:22]=[CH:21][C:20]([S:23][C:24]2[CH:29]=[CH:28][CH:27]=[C:26]([C:30]([F:33])([F:32])[F:31])[CH:25]=2)=[CH:19][C:18]=1[Cl:34])[CH2:12][OH:13])=O)(C)(C)C>C(OCC)(=O)C>[ClH:34].[NH2:10][CH:11]([CH2:14][CH2:15][CH2:16][C:17]1[CH:22]=[CH:21][C:20]([S:23][C:24]2[CH:29]=[CH:28][CH:27]=[C:26]([C:30]([F:33])([F:31])[F:32])[CH:25]=2)=[CH:19][C:18]=1[Cl:34])[CH2:12][OH:13] |f:3.4|. Procedure details: To a methanol solution (5 mL) of the compound of Example 39 (0.27 g), ethyl acetate containing 3 mol/L hydrochloric acid (5 mL) was added and the mixture was stirred in an ice bath. The mixture was allowed to warm to room temperature and was left overnight. Subsequently, the solvent was removed under reduced pressure to give the desired product as a colorless powder (0.22 g). Starting materials: FC(CN=C(NC=1SC=C(N1)CCCCN)N)(F)F (2-[2-(2,2,2-trifluoroethyl)guanidino]-4-(4-aminobutyl)thiazole), FC(CN=C(NC=1SC=C(N1)CCCCN=C=S)N)(F)F (2-[2-(2,2,2-trifluoroethyl)guanidino]-4-[4-isothiocyanatobutyl]thiazole), C(\C=C/C(=O)O)(=O)O (maleic acid). Run in CO (methanol), CC(=O)C (acetone). Conditions: time 8 hour. Yields the product FC(CN=C(NC=1SC=C(N1)CCCCNNC(=S)NNCCCCC=1N=C(SC1)NC(=NCC(F)(F)F)N)N)(F)F (1,3-di[4-(2-[2-(2,2,2-trifluoroethyl)guanidino]thiazol-4-yl)butylamino]thiourea), C(\C=C/C(=O)O)(=O)O (maleic acid). RXN SMILES: [F:1][C:2]([F:19])([F:18])[CH2:3][N:4]=[C:5]([NH2:17])[NH:6][C:7]1[S:8][CH:9]=[C:10]([CH2:12][CH2:13][CH2:14][CH2:15][NH2:16])[N:11]=1.[F:20][C:21]([F:40])([F:39])[CH2:22][N:23]=[C:24]([NH2:38])[NH:25][C:26]1[S:27][CH:28]=[C:29]([CH2:31][CH2:32][CH2:33][CH2:34][N:35]=C=S)[N:30]=1.[C:41]([OH:48])(=[O:47])/[CH:42]=[CH:43]\[C:44]([OH:46])=[O:45]>CO.CC(C)=O>[F:19][C:2]([F:1])([F:18])[CH2:3][N:4]=[C:5]([NH2:17])[NH:6][C:7]1[S:8][CH:9]=[C:10]([CH2:12][CH2:13][CH2:14][CH2:15][NH:16][NH:6][C:7]([NH:11][NH:35][CH2:34][CH2:33][CH2:32][CH2:31][C:29]2[N:30]=[C:26]([NH:25][C:24]([NH2:38])=[N:23][CH2:22][C:21]([F:20])([F:39])[F:40])[S:27][CH:28]=2)=[S:8])[N:11]=1.[C:41]([OH:48])(=[O:47])/[CH:42]=[CH:43]\[C:44]([OH:46])=[O:45]. Procedure details: A mixture of 2-[2-(2,2,2-trifluoroethyl)guanidino]-4-(4-aminobutyl)thiazole (0.12 g.) and 2-[2-(2,2,2-trifluoroethyl)guanidino]-4-[4-isothiocyanatobutyl]thiazole (0.12 g.) in methanol (3 ml.) was allowed to stand at room temperature overnight. The mixture was then evaporated to dryness and purified by preparative thin layer chromatography using methanol/chloroform/ammonia 85:15:1 v/v/v as developing solvent. The appropriate band was extracted with chloroform/ethanol 1:1 v/v (200 ml.) and the res...